This data is from the Open Reaction Database (ORD), a public repository of structured organic reaction records. The task is: describe an organic reaction: reactants, conditions, products, and yield Starting materials: ClC1=NC(=CC=2N1C=CN2)C2=C(C=C(C=C2)Cl)Cl (5-Chloro-7-(2,4-dichlorophenyl)imidazo[1,2-c]pyrimidine), NC(CNC(OC(C)(C)C)=O)C (tert-butyl (2-aminopropyl)carbamate), C(C)(C)N(C(C)C)CC (N,N-diisopropylethylamine). The solvent is CS(=O)C (DMSO), O (water), C(C)OCC (diethyl ether). Reaction conditions: temperature 120 celsius, time 12 hour. Product: ClC1=C(C=CC(=C1)Cl)C1=CC=2N(C(=N1)NC(CNC(OC(C)(C)C)=O)C)C=CN2 (tert-Butyl (2-{[7-(2,4-dichlorophenyl)imidazo[1,2-c]pyrimidin-5-yl]amino}propyl)carbamate). As a reaction SMILES: Cl[C:2]1[N:7]2[CH:8]=[CH:9][N:10]=[C:6]2[CH:5]=[C:4]([C:11]2[CH:16]=[CH:15][C:14]([Cl:17])=[CH:13][C:12]=2[Cl:18])[N:3]=1.[NH2:19][CH:20]([CH3:30])[CH2:21][NH:22][C:23](=[O:29])[O:24][C:25]([CH3:28])([CH3:27])[CH3:26].C(N(CC)C(C)C)(C)C>CS(C)=O.O.C(OCC)C>[Cl:18][C:12]1[CH:13]=[C:14]([Cl:17])[CH:15]=[CH:16][C:11]=1[C:4]1[N:3]=[C:2]([NH:19][CH:20]([CH3:30])[CH2:21][NH:22][C:23](=[O:29])[O:24][C:25]([CH3:27])([CH3:26])[CH3:28])[N:7]2[CH:8]=[CH:9][N:10]=[C:6]2[CH:5]=1. Reported procedure: 5-Chloro-7-(2,4-dichlorophenyl)imidazo[1,2-c]pyrimidine (Example 6A) (800 mg, 2.7 mmol), tert-butyl (2-aminopropyl)carbamate (700 mg, 4.0 mmol) and N,N-diisopropylethylamine (1.00 g, 8.0 mmol) are dissolved in DMSO (13 ml) and stirred at 120° C. under argon for 12 hours. The reaction mixture is diluted with water (100 ml) and extracted with ethyl acetate (3×75 ml). The combined organic phases are washed with saturated aqueous sodium chloride solution, dried over magnesium sulphate and concentrat...